This data is from the Open Reaction Database (ORD), a public repository of structured organic reaction records. The task is: describe an organic reaction: reactants, conditions, products, and yield The reactants are Cc1cn(C)cn1, Cc1ccccc1, O=C=NS(=O)(=O)c1ccccc1Cl. The product is Cc1cn(C)c(C(=O)NS(=O)(=O)c2ccccc2Cl)n1. As a reaction SMILES: [CH3:1][n:2]1[cH:3][n:4][c:5]([CH3:7])[cH:6]1.[CH3:21][c:22]1[cH:23][cH:24][cH:25][cH:26][cH:27]1.[Cl:8][c:9]1[c:10]([S:15](=[O:16])(=[O:17])[N:18]=[C:19]=[O:20])[cH:11][cH:12][cH:13][cH:14]1>>[CH3:1][n:2]1[c:3]([C:19]([NH:18][S:15]([c:10]2[c:9]([Cl:8])[cH:14][cH:13][cH:12][cH:11]2)(=[O:16])=[O:17])=[O:20])[n:4][c:5]([CH3:7])[cH:6]1.